This data is from the Open Reaction Database (ORD), a public repository of structured organic reaction records. The task is: describe an organic reaction: reactants, conditions, products, and yield Reactants: C(C)(C)(C)OC(C1=C(C(=CC=C1)CC(B1OC2(C3C(C(CC2O1)C3)(C)C)C)NC(CC3(CCC(CC3)CNC(=O)OC(C)(C)C)C[N+](=O)[O-])=O)OC)=O (3-[2-{2-[4-(tert-Butoxycarbonylamino-methyl)-1-nitromethyl-cyclohexyl]-acetylamino}-2-(2,9,9-trimethyl-3,5-dioxa-4-bora-tricyclo[6.1.1.02,6]dec-4-yl)-ethyl]-2-methoxy-benzoic acid tert-butyl ester), B(Cl)(Cl)Cl (BCl3). Product: NCC1CCC(CC1)(C[N+](=O)[O-])CC(=O)N[C@@H]1B(OC2=C(C1)C=CC=C2C(=O)O)O ((R)-3-(2-(4-(aminomethyl)-1-(nitromethyl)cyclohexyl)acetamido)-2-hydroxy-3,4-dihydro-2H-benzo[e][1,2]oxaborinine-8-carboxylic acid). As a reaction SMILES: C([O:5][C:6](=[O:53])[C:7]1[CH:12]=[CH:11][CH:10]=[C:9]([CH2:13][CH:14]([NH:28][C:29](=[O:50])[CH2:30][C:31]2([CH2:46][N+:47]([O-:49])=[O:48])[CH2:36][CH2:35][CH:34]([CH2:37][NH:38]C(OC(C)(C)C)=O)[CH2:33][CH2:32]2)[B:15]2OC3C(C)(C4CC(C3)C4(C)C)[O:16]2)[C:8]=1[O:51]C)(C)(C)C.B(Cl)(Cl)Cl>>[NH2:38][CH2:37][CH:34]1[CH2:35][CH2:36][C:31]([CH2:30][C:29]([NH:28][C@H:14]2[CH2:13][C:9]3[CH:10]=[CH:11][CH:12]=[C:7]([C:6]([OH:5])=[O:53])[C:8]=3[O:51][B:15]2[OH:16])=[O:50])([CH2:46][N+:47]([O-:49])=[O:48])[CH2:32][CH2:33]1. Procedure: Prepared from 3-[2-{2-[4-(tert-Butoxycarbonylamino-methyl)-1-nitromethyl-cyclohexyl]-acetylamino}-2-(2,9,9-trimethyl-3,5-dioxa-4-bora-tricyclo[6.1.1.02,6]dec-4-yl)-ethyl]-2-methoxy-benzoic acid tert-butyl ester and BCl3 following the procedure described in Step 2 of Example 1. The crude product was purified by reverse phase preparative HPLC and dried using lyophilization. ESI-MS m/z 420 (MH)+.